From a dataset of the Open Reaction Database (ORD), a public repository of structured organic reaction records. describe an organic reaction: reactants, conditions, products, and yield Starting materials: F[B-](F)(F)F, CN(C1CCCC1)S(=O)(=O)c1ccc(-n2[nH]cc(C(CC(=O)[O-])c3ccccc3)c2=O)nc1, CCN(C(C)C)C(C)C, ClCCl, NCC(F)(F)F, CN(C)C(On1nnc2ccccc21)=[N+](C)C. The product is CN(C1CCCC1)S(=O)(=O)c1ccc(-n2[nH]cc(C(CC(=O)NCC(F)(F)F)c3ccccc3)c2=O)nc1. RXN SMILES: [B-:49]([F:50])([F:51])([F:52])[F:53].[CH:1]1([N:6]([S:7](=[O:8])(=[O:9])[c:10]2[cH:11][cH:12][c:13](-[n:16]3[nH:17][cH:18][c:19]([CH:22]([CH2:23][C:24](=[O:25])[O-:26])[c:27]4[cH:28][cH:29][cH:30][cH:31][cH:32]4)[c:20]3=[O:21])[n:14][cH:15]2)[CH3:33])[CH2:2][CH2:3][CH2:4][CH2:5]1.[CH:34]([N:35]([CH2:36][CH3:37])[CH:38]([CH3:39])[CH3:40])([CH3:41])[CH3:42].[Cl:71][CH2:72][Cl:73].[F:43][C:44]([CH2:45][NH2:46])([F:47])[F:48].[n:54]1([O:55][C:56]([N:57]([CH3:58])[CH3:59])=[N+:60]([CH3:61])[CH3:62])[c:63]2[cH:64][cH:65][cH:66][cH:67][c:68]2[n:69][n:70]1>>[CH:1]1([N:6]([S:7](=[O:8])(=[O:9])[c:10]2[cH:11][cH:12][c:13](-[n:16]3[nH:17][cH:18][c:19]([CH:22]([CH2:23][C:24](=[O:26])[NH:46][CH2:45][C:44]([F:43])([F:47])[F:48])[c:27]4[cH:28][cH:29][cH:30][cH:31][cH:32]4)[c:20]3=[O:21])[n:14][cH:15]2)[CH3:33])[CH2:2][CH2:3][CH2:4][CH2:5]1. Solvent: C1(=CC=CC=C1)C (toluene). Procedure: A suspension of 8.42 g of 57% NaH-mineral oil (4.8 g, 0.2 mole of NaH) was washed with 2 × 400 ml portions of dry toluene (distilled from CaH2). After the washing was completed, 350 ml of dry toluene was added and the suspension mechanically stirred while a solution of 20 g (0.177 mole) of azacycloheptan-2-one in 50 ml of dry toluene was added dropwise over 1 hour. After the addition was completed, the mixture was refluxed with stirring for 1 hour, then cooled to 25° C and 22.0 g (0.2 mole) of m... Starting materials: S(C)(=O)(=O)OC (methyl mesylate), [H-].[Na+] (NaH), [H-].[Na+] (NaH), N1C(CCCCC1)=O (azacycloheptan-2-one). Yields the product CN1C(CCCCC1)=O (1-methyl-azacycloheptan-2-one). Isolated yield 88.8%. Run at temperature 25 celsius, time 1 hour. As a reaction SMILES: [H-].[Na+].[NH:3]1[CH2:9][CH2:8][CH2:7][CH2:6][CH2:5][C:4]1=[O:10].S(OC)(=O)(=O)[CH3:12]>C1(C)C=CC=CC=1>[CH3:12][N:3]1[CH2:9][CH2:8][CH2:7][CH2:6][CH2:5][C:4]1=[O:10] |f:0.1|. Starting materials: [Br-], N#Cc1ccncc1, Cc1ccc(N)cc1, [K+]. Yields the product Cc1ccc(NC(=N)c2ccncc2)cc1. Reaction SMILES: [Br-:17].[C:1](#[N:2])[c:3]1[cH:4][cH:5][n:6][cH:7][cH:8]1.[CH3:9][c:10]1[cH:11][cH:12][c:13]([NH2:14])[cH:15][cH:16]1.[K+:18]>>[C:1](=[NH:2])([c:3]1[cH:4][cH:5][n:6][cH:7][cH:8]1)[NH:14][c:13]1[cH:12][cH:11][c:10]([CH3:9])[cH:16][cH:15]1. The reactants are C(C)C1=CC=C(C=C1)CCC1=C(C=CC=C1)O (2-[2-(4-ethylphenyl)ethyl]phenol), CC(C)([O-])C.[K+] (potassium t-butoxide), C(C)(C)(C)OC(=O)N1C(CCCC1)CCOS(=O)(=O)C1=CC=C(C=C1)C (1-t-butoxycarbonyl-2-[2-(p-toluenesulfonyloxy)ethyl]piperidine). Run in CC(=O)N(C)C (dimethylacetamide). Product: C(C)(C)(C)OC(=O)N1C(CCCC1)CCOC1=C(C=CC=C1)CCC1=CC=C(C=C1)CC (1-t-Butoxycarbonyl-2-(2-{2-[2-(4-ethylphenyl)ethyl]phenoxy}ethyl)piperidine). The yield is 99.3%. Reaction SMILES: [CH2:1]([C:3]1[CH:8]=[CH:7][C:6]([CH2:9][CH2:10][C:11]2[CH:16]=[CH:15][CH:14]=[CH:13][C:12]=2[OH:17])=[CH:5][CH:4]=1)[CH3:2].CC(C)([O-])C.[K+].[C:24]([O:28][C:29]([N:31]1[CH2:36][CH2:35][CH2:34][CH2:33][CH:32]1[CH2:37][CH2:38]OS(C1C=CC(C)=CC=1)(=O)=O)=[O:30])([CH3:27])([CH3:26])[CH3:25]>CC(N(C)C)=O>[C:24]([O:28][C:29]([N:31]1[CH2:36][CH2:35][CH2:34][CH2:33][CH:32]1[CH2:37][CH2:38][O:17][C:12]1[CH:13]=[CH:14][CH:15]=[CH:16][C:11]=1[CH2:10][CH2:9][C:6]1[CH:7]=[CH:8][C:3]([CH2:1][CH3:2])=[CH:4][CH:5]=1)=[O:30])([CH3:27])([CH3:26])[CH3:25] |f:1.2|. Procedure: Following a procedure similar to that described in Example 40(a), 1.00 g of 2-[2-(4-ethylphenyl)ethyl]phenol (prepared as described in Preparation 26), 0.496 g of potassium t-butoxide and 1.70 g of 1-t-butoxycarbonyl-2-[2-(p-toluenesulfonyloxy)ethyl]piperidine were reacted in 20 ml of dimethylacetamide. The mixture was then worked up as described in Example 40(a), and the crude product thus obtained was purified by column chromatography through silica gel, using a 4:1 by volume mixture of hexane...